This data is from the Open Reaction Database (ORD), a public repository of structured organic reaction records. The task is: describe an organic reaction: reactants, conditions, products, and yield The reactants are CCOC(C)=O, CCO, Cl, [Na+], [OH-], CCOC(=O)C(Cc1cn(C(c2ccccc2)(c2ccccc2)c2ccccc2)cn1)c1ccc2c(c1)OCO2. Product: O=C(O)C(Cc1cn(C(c2ccccc2)(c2ccccc2)c2ccccc2)cn1)c1ccc2c(c1)OCO2. RXN SMILES: [CH3:42][CH2:43][O:44][C:45](=[O:46])[CH3:47].[CH3:50][CH2:51][OH:52].[ClH:41].[Na+:49].[OH-:48].[c:1]1([C:7]([n:8]2[cH:9][n:10][c:11]([CH2:13][CH:14]([C:15](=[O:16])[O:17][CH2:18][CH3:19])[c:20]3[cH:21][c:22]4[c:23]([cH:24][cH:25]3)[O:26][CH2:27][O:28]4)[cH:12]2)([c:29]2[cH:30][cH:31][cH:32][cH:33][cH:34]2)[c:35]2[cH:36][cH:37][cH:38][cH:39][cH:40]2)[cH:2][cH:3][cH:4][cH:5][cH:6]1>>[c:1]1([C:7]([n:8]2[cH:9][n:10][c:11]([CH2:13][CH:14]([C:15](=[O:16])[OH:17])[c:20]3[cH:21][c:22]4[c:23]([cH:24][cH:25]3)[O:26][CH2:27][O:28]4)[cH:12]2)([c:29]2[cH:30][cH:31][cH:32][cH:33][cH:34]2)[c:35]2[cH:36][cH:37][cH:38][cH:39][cH:40]2)[cH:2][cH:3][cH:4][cH:5][cH:6]1. Starting materials: CC=1C=C(C=NC1OCC(F)(F)F)C(C)N1CC=2C(=NC=CC2C1=O)NC(C)=O (N-(2-(1-(5-methyl-6-(2,2,2-trifluoroethoxy)pyridin-3-yl)ethyl)-1-oxo-2,3-dihydro-1H-pyrrolo[3,4-c]pyridin-4-yl)acetamide), Cl (hydrochloric acid). Run in C1CCOC1 (THF). Conditions: temperature 80 celsius, time 6 hour. Product: NC1=NC=CC2=C1CN(C2=O)C(C)C=2C=NC(=C(C2)C)OCC(F)(F)F (4-amino-2-(1-(5-methyl-6-(2,2,2-trifluoroethoxy)pyridin-3-yl)ethyl)-2,3-dihydro-1H-pyrrolo[3,4-c]pyridin-1-one). Isolated yield 130.9%. RXN SMILES: [CH3:1][C:2]1[CH:3]=[C:4]([CH:14]([N:16]2[C:24](=[O:25])[C:23]3[CH:22]=[CH:21][N:20]=[C:19]([NH:26]C(=O)C)[C:18]=3[CH2:17]2)[CH3:15])[CH:5]=[N:6][C:7]=1[O:8][CH2:9][C:10]([F:13])([F:12])[F:11].Cl>C1COCC1>[NH2:26][C:19]1[C:18]2[CH2:17][N:16]([CH:14]([C:4]3[CH:5]=[N:6][C:7]([O:8][CH2:9][C:10]([F:12])([F:13])[F:11])=[C:2]([CH3:1])[CH:3]=3)[CH3:15])[C:24](=[O:25])[C:23]=2[CH:22]=[CH:21][N:20]=1. Procedure details: To a solution of N-(2-(1-(5-methyl-6-(2,2,2-trifluoroethoxy)pyridin-3-yl)ethyl)-1-oxo-2,3-dihydro-1H-pyrrolo[3,4-c]pyridin-4-yl)acetamide (159 mg, 0.39 mmol, Example-2, single enantiomer) in THF (3.0 mL) is added 2 M aqueous hydrochloric acid (3.0 mL) at rt. The mixture is stirred at 80° C. for 6 hours. The reaction mixture is concentrated to give 187 mg (>99% yield) of the title compound as orange solid. A part of the sample is purified by preparative LC-MS to give the title compound. Reactants: C=CCN1CCN(c2ncc([N+](=O)[O-])cn2)CC1, CO, O, O, Cl[Sn]Cl. The product is C=CCN1CCN(c2ncc(N)cn2)CC1. Reaction SMILES: [CH2:6]([CH:7]=[CH2:8])[N:9]1[CH2:10][CH2:11][N:12]([c:15]2[n:16][cH:17][c:18]([N+:21]([O-:22])=[O:23])[cH:19][n:20]2)[CH2:13][CH2:14]1.[CH3:24][OH:25].[OH2:1].[OH2:2].[Sn:3]([Cl:4])[Cl:5]>>[CH2:6]([CH:7]=[CH2:8])[N:9]1[CH2:10][CH2:11][N:12]([c:15]2[n:16][cH:17][c:18]([NH2:21])[cH:19][n:20]2)[CH2:13][CH2:14]1. Reactants: CC(=O)O, COc1ccc(C(O)c2ccccn2)c(Cl)c1Cl, O=[Cr](=O)(O)O, O. Product: COc1ccc(C(=O)c2ccccn2)c(Cl)c1Cl. Reaction SMILES: [CH3:24][C:25](=[O:26])[OH:27].[Cl:1][c:2]1[c:3]([CH:11]([OH:12])[c:13]2[n:14][cH:15][cH:16][cH:17][cH:18]2)[cH:4][cH:5][c:6]([O:9][CH3:10])[c:7]1[Cl:8].[Cr:19]([OH:20])([OH:21])(=[O:22])=[O:23].[OH2:28]>>[Cl:1][c:2]1[c:3]([C:11](=[O:12])[c:13]2[n:14][cH:15][cH:16][cH:17][cH:18]2)[cH:4][cH:5][c:6]([O:9][CH3:10])[c:7]1[Cl:8]. Procedure details: A mixture of AlCl3 (6.4 g) and CH2Cl2 (100 mL) was cooled to 0° C. To the mixture was added 4-(2-methoxyphenyl)-3-methylbutyryl chloride (24 mmol, crude from previous reaction). The reaction was allowed to warm slowly to room temperature and then quenched by slowly pouring over ice. The mixture was extracted with dichloromethane (3×) and the combined organics were washed with 1 M HCl, water, dried over sodium sulfate, and concentrated. Purification by flash column chromatography yielded the desi... Yields the product COC1=C2CC(CC(C2=CC=C1)=O)C (5-methoxy-3-methyl-3,4-dihydro-2H-naphthalen-1-one). Run in C(Cl)Cl (CH2Cl2). Reaction conditions: temperature 0 celsius. Isolated yield 36.1%. As a reaction SMILES: [Al+3].[Cl-].[Cl-].[Cl-].[CH3:5][O:6][C:7]1[CH:12]=[CH:11][CH:10]=[CH:9][C:8]=1[CH2:13][CH:14]([CH3:19])[CH2:15][C:16](Cl)=[O:17]>C(Cl)Cl>[CH3:5][O:6][C:7]1[CH:12]=[CH:11][CH:10]=[C:9]2[C:8]=1[CH2:13][CH:14]([CH3:19])[CH2:15][C:16]2=[O:17] |f:0.1.2.3|. Starting materials: [Al+3].[Cl-].[Cl-].[Cl-] (AlCl3), COC1=C(C=CC=C1)CC(CC(=O)Cl)C (4-(2-methoxyphenyl)-3-methylbutyryl chloride). Reactants: C(C1=CC=CC=C1)(C1=CC=CC=C1)=N (Benzophenone imine), BrC=1C=C(C=CC1)OC (3-bromoanisole), CC(C)([O-])C.[Na+] (sodium tert-butoxide). Reagents/catalysts: [Pd].[Pd].C(C1=CC=CC=C1)=CC(=O)C=CC1=CC=CC=C1.C(C1=CC=CC=C1)=CC(=O)C=CC1=CC=CC=C1.C(C1=CC=CC=C1)=CC(=O)C=CC1=CC=CC=C1 (tris(dibenzylideneacetone) dipalladium), C1(=CC=CC=C1)P(C1=C(C=CC=C1)OC1=C(C=CC=C1)P(C1=CC=CC=C1)C1=CC=CC=C1)C1=CC=CC=C1 (bis(2-(diphenylphosphino)phenyl)ether). Solvent: C1(=CC=CC=C1)C (toluene), C1(=CC=CC=C1)C (toluene). Run at time 5 minute. The product is C1(=CC=CC=C1)C(=NC1=CC(=CC=C1)OC)C1=CC=CC=C1 (N-(Diphenylmethylene)-3-methoxyaniline). The yield is 82.5%. RXN SMILES: [C:1](=[NH:14])([C:8]1[CH:13]=[CH:12][CH:11]=[CH:10][CH:9]=1)[C:2]1[CH:7]=[CH:6][CH:5]=[CH:4][CH:3]=1.Br[C:16]1[CH:17]=[C:18]([O:22][CH3:23])[CH:19]=[CH:20][CH:21]=1.CC(C)([O-])C.[Na+]>[Pd].[Pd].C(=CC(C=CC1C=CC=CC=1)=O)C1C=CC=CC=1.C(=CC(C=CC1C=CC=CC=1)=O)C1C=CC=CC=1.C(=CC(C=CC1C=CC=CC=1)=O)C1C=CC=CC=1.C1(P(C2C=CC=CC=2)C2C=CC=CC=2OC2C=CC=CC=2P(C2C=CC=CC=2)C2C=CC=CC=2)C=CC=CC=1.C1(C)C=CC=CC=1>[C:2]1([C:1]([C:8]2[CH:9]=[CH:10][CH:11]=[CH:12][CH:13]=2)=[N:14][C:16]2[CH:21]=[CH:20][CH:19]=[C:18]([O:22][CH3:23])[CH:17]=2)[CH:7]=[CH:6][CH:5]=[CH:4][CH:3]=1 |f:2.3,4.5.6.7.8|. Reported procedure: An oven-dried test tube was charged with tris(dibenzylideneacetone) dipalladium (4.6 mg, 0.005 mmol) and bis(2-(diphenylphosphino)phenyl)ether [DPE-phos] (8.2 mg, 0.015 mmol), capped with a rubber septum, evacuated and refilled with argon. Benzophenone imine (190 mg, 1.05 mmol), 3-bromoanisole (187 mg, 1.0 mmol) and toluene (2 mL) were added via syringe. The resulting solution was stirred at rt for 5 minutes. The tube was opened and sodium tert-butoxide (135 mg, 1.4 mmol) was added. The tube was... Starting materials: C(C1=CC=CC=C1)C=1C=NC2=C(C=CC=C2C1C=1C=C(C=CC1)N)C(F)(F)F (3-(3-benzyl-8-trifluoromethyl-quinolin-4-yl)-phenylamine), CC1=CC=C(S1)C=O (5-methyl-thiophene-2-carbaldehyde). The product is C(C1=CC=CC=C1)C=1C=NC2=C(C=CC=C2C1C=1C=C(C=CC1)NCC=1SC(=CC1)C)C(F)(F)F ({3-[3-BENZYL-8-(TRIFLUOROMETHYL)QUINOLIN-4-YL]PHENYL}[(5-METHYL-2-THIENYL)METHYL]AMINE). As a reaction SMILES: [CH2:1]([C:8]1[CH:9]=[N:10][C:11]2[C:16]([C:17]=1[C:18]1[CH:19]=[C:20]([NH2:24])[CH:21]=[CH:22][CH:23]=1)=[CH:15][CH:14]=[CH:13][C:12]=2[C:25]([F:28])([F:27])[F:26])[C:2]1[CH:7]=[CH:6][CH:5]=[CH:4][CH:3]=1.[CH3:29][C:30]1[S:34][C:33]([CH:35]=O)=[CH:32][CH:31]=1>>[CH2:1]([C:8]1[CH:9]=[N:10][C:11]2[C:16]([C:17]=1[C:18]1[CH:19]=[C:20]([NH:24][CH2:35][C:33]3[S:34][C:30]([CH3:29])=[CH:31][CH:32]=3)[CH:21]=[CH:22][CH:23]=1)=[CH:15][CH:14]=[CH:13][C:12]=2[C:25]([F:28])([F:26])[F:27])[C:2]1[CH:3]=[CH:4][CH:5]=[CH:6][CH:7]=1. Procedure details: This compound was prepared according to the procedure of example 66, substituting 3-(3-benzyl-8-trifluoromethyl-quinolin-4-yl)-phenylamine and 5-methyl-thiophene-2-carbaldehyde. MS (ESI) m/z 489. Reactants: [Si](C)(C)(C(C)(C)C)OCC1=C(C(NC(=C1)C)=O)C#N (4-(((tert-butyldimethylsilyl)oxy)methyl)-6-methyl-2-oxo-1,2-dihydropyridine-3-carbonitrile), N (ammonia). The reagents and catalysts are [Ni] (Ni). Run in CO (methanol). Reaction conditions: time 15 hour. Product: NCC=1C(NC(=CC1CO[Si](C)(C)C(C)(C)C)C)=O (3-(aminomethyl)-4-(((tert-butyldimethylsilyl)oxy)methyl)-6-methylpyridin-2(1H)-one), solid. Isolated yield 83.1%. As a reaction SMILES: [Si:1]([O:8][CH2:9][C:10]1[CH:15]=[C:14]([CH3:16])[NH:13][C:12](=[O:17])[C:11]=1[C:18]#[N:19])([C:4]([CH3:7])([CH3:6])[CH3:5])([CH3:3])[CH3:2].N>CO.[Ni]>[NH2:19][CH2:18][C:11]1[C:12](=[O:17])[NH:13][C:14]([CH3:16])=[CH:15][C:10]=1[CH2:9][O:8][Si:1]([C:4]([CH3:6])([CH3:5])[CH3:7])([CH3:2])[CH3:3]. Procedure: To a solution of 4-(((tert-butyldimethylsilyl)oxy)methyl)-6-methyl-2-oxo-1,2-dihydropyridine-3-carbonitrile (3.8 g, 13.7 mmol) in methanol (200 mL), Raney Ni and ammonia (20 mL) were added and reaction stirred under hydrogen balloon pressure for 15 h. On completion, reaction mixture was filtered through a celite bed and the filtrate concentrated to obtain 3-(aminomethyl)-4-(((tert-butyldimethylsilyl)oxy)methyl)-6-methylpyridin-2(1H)-one as an off white solid (3.2 g, 83.1%). Starting materials: ClC1=NC=NC2=CC(=C(C=C12)OC)OCCCN1CCOCC1 (4-chloro-6-methoxy-7-(3-morpholin-4-ylpropoxy)quinazoline), ClC1=C(C2=C(OCO2)C(=C1)C#CCC(C)OC)N (5-chloro-7-(4-methoxypent-1-yn-1-yl)-1,3-benzodioxole-4-amine), C[Si](C)(C)[N-][Si](C)(C)C.[Na+] (sodium bis(trimethylsilyl)amide). Solvent: CN(C)C=O (DMF). Yields the product ClC1=C(C2=C(OCO2)C(=C1)C#CCC(C)OC)NC1=NC=NC2=CC(=C(C=C12)OC)OCCCN1CCOCC1 (N-[5-Chloro-7-(4-methoxypent-1-yn-1-yl)-1,3-benzodioxol-4-yl]-6-methoxy-7-(3-morpholin-4-ylpropoxy)quinazolin-4-amine). Yield: 64.3%. RXN SMILES: Cl[C:2]1[C:11]2[C:6](=[CH:7][C:8]([O:14][CH2:15][CH2:16][CH2:17][N:18]3[CH2:23][CH2:22][O:21][CH2:20][CH2:19]3)=[C:9]([O:12][CH3:13])[CH:10]=2)[N:5]=[CH:4][N:3]=1.[Cl:24][C:25]1[CH:33]=[C:32]([C:34]#[C:35][CH2:36][CH:37]([O:39][CH3:40])[CH3:38])[C:28]2[O:29][CH2:30][O:31][C:27]=2[C:26]=1[NH2:41].C[Si]([N-][Si](C)(C)C)(C)C.[Na+]>CN(C=O)C>[Cl:24][C:25]1[CH:33]=[C:32]([C:34]#[C:35][CH2:36][CH:37]([O:39][CH3:40])[CH3:38])[C:28]2[O:29][CH2:30][O:31][C:27]=2[C:26]=1[NH:41][C:2]1[C:11]2[C:6](=[CH:7][C:8]([O:14][CH2:15][CH2:16][CH2:17][N:18]3[CH2:23][CH2:22][O:21][CH2:20][CH2:19]3)=[C:9]([O:12][CH3:13])[CH:10]=2)[N:5]=[CH:4][N:3]=1 |f:2.3|. Procedure: This was prepared by the method described in example 4 but using 4-chloro-6-methoxy-7-(3-morpholin-4-ylpropoxy)quinazoline (200 mg, 0.59 mmol), 5-chloro-7-(4-methoxypent-1-yn-1-yl)-1,3-benzodioxole-4-amine (174 mg, 0.65 mmol) and sodium bis(trimethylsilyl)amide (1.0M in THF, 1.24 ml) in DMF (3 ml). The crude product was purified by column chromatography on silica using increasing concentrations of methanol in dichloromethane as eluent. There was thus obtained the title compound (216 mg, 64%) as ... The reactants are 10, C1(CCCCC1)OCCCO (3-(cyclohexyloxy)-1-propanol), ClCCl (dichloromethane), CS(=O)(=O)Cl (methanesulfonyl chloride). Solvent: C(C)N(CC)CC (N,N-diethylethanamine). Conditions: time 9 hour. Yields the product CS(=O)(=O)OCCCOC1CCCCC1 (3-(cyclohexyloxy)-1-propanol methanesulfonate). Isolated yield 57.8%. Reaction SMILES: [CH:1]1([O:7][CH2:8][CH2:9][CH2:10][OH:11])[CH2:6][CH2:5][CH2:4][CH2:3][CH2:2]1.ClCCl.[CH3:15][S:16](Cl)(=[O:18])=[O:17]>C(N(CC)CC)C>[CH3:15][S:16]([O:11][CH2:10][CH2:9][CH2:8][O:7][CH:1]1[CH2:6][CH2:5][CH2:4][CH2:3][CH2:2]1)(=[O:18])=[O:17]. Procedure details: To a solution of 10 parts of 3-(cyclohexyloxy)-1-propanol in 160 parts of dichloromethane there were added 11.2 parts of N,N-diethylethanamine and dropwise 8.14 parts of methanesulfonyl chloride. The whole was stirred for 9 hours at room temperature. The reaction mixture was washed with Na2CO3 (aq.) and water and was then dried, filtered and evaporated. The residue was purified by column chromatography (silica gel; CH2Cl2 /CH3OH 99:1). The eluent of the desired fraction was evaporated and the re...